Dataset: the Open Reaction Database (ORD), a public repository of structured organic reaction records. Task: describe an organic reaction: reactants, conditions, products, and yield Reactants: C(C1=CC=CC=C1)OC(=O)N[C@@H](C(C)C)C(=O)OCC(COC([C@@H](NC(=O)OCC1=CC=CC=C1)C(C)C)=O)OCN1C(N=C(C=C1)N)=O (2-((4-amino-1,2-dihydro-2-oxo-1-pyrimidinyl)methoxy)-1,3-propanediyl bis(N-((benzyloxy)carbonyl)-L-valinate)), C1=CCC=CC1 (1,4-cyclohexadiene). The reagents and catalysts are [Pd] (palladium). Run in C(C)(=O)O (acetic acid). Conditions: time 18 hour. The product is N[C@@H](C(C)C)C(=O)OCC(COC([C@@H](N)C(C)C)=O)OCN1C(N=C(C=C1)N)=O (2-((4-amino-1,2-dihydro-2-oxo-1-pyrimidinyl)methoxy)-1,3-propanediyl bis(L-valinate)). RXN SMILES: C(OC([NH:11][C@H:12]([C:16]([O:18][CH2:19][CH:20]([O:40][CH2:41][N:42]1[CH:47]=[CH:46][C:45]([NH2:48])=[N:44][C:43]1=[O:49])[CH2:21][O:22][C:23](=[O:39])[C@H:24]([CH:36]([CH3:38])[CH3:37])[NH:25]C(OCC1C=CC=CC=1)=O)=[O:17])[CH:13]([CH3:15])[CH3:14])=O)C1C=CC=CC=1.C1CC=CCC=1>[Pd].C(O)(=O)C>[NH2:25][C@H:24]([C:23]([O:22][CH2:21][CH:20]([O:40][CH2:41][N:42]1[CH:47]=[CH:46][C:45]([NH2:48])=[N:44][C:43]1=[O:49])[CH2:19][O:18][C:16](=[O:17])[C@H:12]([CH:13]([CH3:15])[CH3:14])[NH2:11])=[O:39])[CH:36]([CH3:38])[CH3:37]. Procedure: To a cool mixture of 3.44 g of 2-((4-amino-1,2-dihydro-2-oxo-1-pyrimidinyl)methoxy)-1,3-propanediyl bis(N-((benzyloxy)carbonyl)-L-valinate) and 7 g of 10% palladium catalyst in acetic acid was slowly added 8.65 mL of 1,4-cyclohexadiene. The mixture was allowed to stir at room temperature for 18 h. The reaction mixture was filtered through a pad of Celite. The filtrate was then concentrated and dried in the lyophilizer for 48 h. The resulting beige foam was scraped off affording 2.38 g (68% as th...